This data is from the Open Reaction Database (ORD), a public repository of structured organic reaction records. The task is: describe an organic reaction: reactants, conditions, products, and yield Reactants: oxime, CON=C(CC1=CC=C(C=C1)Cl)C1=CC=CC=C1 (2-(4-Chlorophenyl)-1-phenyl-1-ethanone-O-methyl oxime), sodium benzophenone ketyl, B.O1CCCC1 (borane tetrahydrofuran), O (Water). Run in C1CCOC1 (THF). Run at time 8 hour. Yields the product ClC1=CC=C(C=C1)CC(N)C1=CC=CC=C1 (2-(4-Chlorophenyl)1-phenyl-1-amino ethane), syrup. Yield: 61.0%. Reaction SMILES: CO[N:3]=[C:4]([C:13]1[CH:18]=[CH:17][CH:16]=[CH:15][CH:14]=1)[CH2:5][C:6]1[CH:11]=[CH:10][C:9]([Cl:12])=[CH:8][CH:7]=1.B.O1CCCC1.O>C1COCC1>[Cl:12][C:9]1[CH:8]=[CH:7][C:6]([CH2:5][CH:4]([C:13]2[CH:14]=[CH:15][CH:16]=[CH:17][CH:18]=2)[NH2:3])=[CH:11][CH:10]=1 |f:1.2|. Reported procedure: To a solution of oxime geometric isomers 7 (840 mg, 3.23 mmol) in 30 ml dry THF (freshly distilled from sodium/benzophenone ketyl) under nitrogen was added borane-tetrahydrofuran complex (1.0 M in THF, 16.2 ml, 16.2 mmol) by syringe at room temperature. The resulting pale yellow solution was refluxed overnight, and cooled in an ice bath. Water (25 ml) was carefully added to quench, followed by 20% NaOH (25 ml). The resulting bi-phasic solution was refluxed with vigorous magnetic stirring overnig... The reactants are BrC=1C=C(C(=NC1)N1CCN(CC1)C(=O)C1=CC=C(C=C1)N1C(OC[C@H]1C)=O)C ((R)-3-{4-[4-(5-bromo-3-methylpyridin-2-yl)piperazine-1-carbonyl]phenyl}-4-methyloxazolidin-2-one), C1(=CC=CC=C1)B(O)O (phenylboronic acid). Product: C[C@H]1N(C(OC1)=O)C1=CC=C(C=C1)C(=O)N1CCN(CC1)C1=NC=C(C=C1C)C1=CC=CC=C1 ((R)-4-methyl-3-{4-[4-(3-methyl-5-phenylpyridin-2-yl)piperazine-1-carbonyl]phenyl}oxazolidin-2-one). As a reaction SMILES: Br[C:2]1[CH:3]=[C:4]([CH3:29])[C:5]([N:8]2[CH2:13][CH2:12][N:11]([C:14]([C:16]3[CH:21]=[CH:20][C:19]([N:22]4[C@H:26]([CH3:27])[CH2:25][O:24][C:23]4=[O:28])=[CH:18][CH:17]=3)=[O:15])[CH2:10][CH2:9]2)=[N:6][CH:7]=1.[C:30]1(B(O)O)[CH:35]=[CH:34][CH:33]=[CH:32][CH:31]=1>>[CH3:27][C@@H:26]1[CH2:25][O:24][C:23](=[O:28])[N:22]1[C:19]1[CH:20]=[CH:21][C:16]([C:14]([N:11]2[CH2:12][CH2:13][N:8]([C:5]3[C:4]([CH3:29])=[CH:3][C:2]([C:30]4[CH:35]=[CH:34][CH:33]=[CH:32][CH:31]=4)=[CH:7][N:6]=3)[CH2:9][CH2:10]2)=[O:15])=[CH:17][CH:18]=1. Reported procedure: By reaction and treatment in the same manner as in Preparation Example 186 and using the obtained (R)-3-{4-[4-(5-bromo-3-methylpyridin-2-yl)piperazine-1-carbonyl]phenyl}-4-methyloxazolidin-2-one (535 mg) and phenylboronic acid (183 mg), (R)-4-methyl-3-{4-[4-(3-methyl-5-phenylpyridin-2-yl)piperazine-1-carbonyl]phenyl}oxazolidin-2-one was obtained. The obtained compound was dissolved in ethyl acetate (10 mL), 4N hydrogen chloride/ethyl acetate (0.3 mL) was added, and the precipitate was collected ...